Dataset: the Open Reaction Database (ORD), a public repository of structured organic reaction records. Task: describe an organic reaction: reactants, conditions, products, and yield Starting materials: FC1=CC=C(C=C1)C=1N=C2SC=CN2C1C1=NC(=NC=C1)S(=O)(=O)C (6-(4-fluorophenyl)-5-(2-methanesulfonyl-pyrimidin-4-yl)-imidazo[2,1-b]thiazole), C(C)(C)(C)OC(=O)N1CCC(CC1)N (4-amino-piperidine-1-carboxylic acid tert-butyl ester), CCN(C(C)C)C(C)C (Hunig's Base), O (water). Run in CS(=O)C (dimethylsulfoxide). Run at time 12 hour. Yields the product C(C)(C)(C)OC(=O)N1CCC(CC1)NC1=NC=CC(=N1)C1=C(N=C2SC=CN21)C2=CC=C(C=C2)F (4-{4-[6-(4-fluorophenyl)-imidazo[2,1-b]thiazol-5-yl]-pyrimidin-2-ylamino}-piperidine-1-carboxylic acid tert-butyl ester), solid. Yield: 88.0%. Reaction SMILES: [F:1][C:2]1[CH:7]=[CH:6][C:5]([C:8]2[N:9]=[C:10]3[N:14]([C:15]=2[C:16]2[CH:21]=[CH:20][N:19]=[C:18](S(C)(=O)=O)[N:17]=2)[CH:13]=[CH:12][S:11]3)=[CH:4][CH:3]=1.[C:26]([O:30][C:31]([N:33]1[CH2:38][CH2:37][CH:36]([NH2:39])[CH2:35][CH2:34]1)=[O:32])([CH3:29])([CH3:28])[CH3:27].CCN(C(C)C)C(C)C.O>CS(C)=O>[C:26]([O:30][C:31]([N:33]1[CH2:38][CH2:37][CH:36]([NH:39][C:18]2[N:17]=[C:16]([C:15]3[N:14]4[C:10]([S:11][CH:12]=[CH:13]4)=[N:9][C:8]=3[C:5]3[CH:6]=[CH:7][C:2]([F:1])=[CH:3][CH:4]=3)[CH:21]=[CH:20][N:19]=2)[CH2:35][CH2:34]1)=[O:32])([CH3:29])([CH3:27])[CH3:28]. Procedure details: To a solution of 6-(4-fluorophenyl)-5-(2-methanesulfonyl-pyrimidin-4-yl)-imidazo[2,1-b]thiazole (L) (1.05 g, 2.8 mmol) in dimethylsulfoxide (12.0 mL) is added 4-amino-piperidine-1-carboxylic acid tert-butyl ester (1.12 g, 5.6 mmol) followed by Hunig's Base (0.76 mL, 5.6 mmol). The reaction mixture is sealed and set to shake at 100° C. for 12 hours. After cooling to room temperature, water is added (50 mL) and the aqueous phase extracted with ethyl acetate (4×20 mL). The combined organic phase is... Starting materials: CN1CCNCC1 (N-methylpiperazine), O (water), [OH-].[Na+] (sodium hydroxide), C(=S)=S (carbon disulfide). The reagents and catalysts are [C-]#N.[C-]#N.[C-]#N.[C-]#N.[C-]#N.[C-]#N.[K+].[K+].[K+].[Fe+3] (potassium hexacyanoferrate(III)). Yields the product CN1CCN(CC1)C(=S)SSC(=S)N1CCN(CC1)C (Bis(4-methylpiperazine-1-thiocarbonyl) disulfane). RXN SMILES: [CH3:1][N:2]1[CH2:7][CH2:6][NH:5][CH2:4][CH2:3]1.O.[OH-].[Na+].[C:11](=[S:13])=[S:12]>[C-]#N.[C-]#N.[C-]#N.[C-]#N.[C-]#N.[C-]#N.[K+].[K+].[K+].[Fe+3]>[CH3:1][N:2]1[CH2:7][CH2:6][N:5]([C:11]([S:13][S:13][C:11]([N:5]2[CH2:6][CH2:7][N:2]([CH3:1])[CH2:3][CH2:4]2)=[S:12])=[S:12])[CH2:4][CH2:3]1 |f:2.3,5.6.7.8.9.10.11.12.13.14|. Procedure: 5 parts of N-methylpiperazine are reacted in 100 parts of water with 2 parts of sodium hydroxide and 4.2 parts of carbon disulfide and oxidized with 16.5 parts of potassium hexacyanoferrate(III). Obtained are 8.6 parts of the compound with 41.1% C, 6.5% H, and 15.7% N (calculated: 41.1% C, 6.3% H, 16.0% N, 36.6% S). Starting materials: CCNc1cc(-c2c[nH]c(S)n2)ccn1, CN(C)C=O. The product is CCNc1cc(-c2c[nH]cn2)ccn1. RXN SMILES: [CH2:1]([CH3:2])[NH:3][c:4]1[n:5][cH:6][cH:7][c:8](-[c:10]2[n:11][c:12]([SH:15])[nH:13][cH:14]2)[cH:9]1.[CH3:16][N:17]([CH3:18])[CH:19]=[O:20]>>[CH2:1]([CH3:2])[NH:3][c:4]1[n:5][cH:6][cH:7][c:8](-[c:10]2[n:11][cH:12][nH:13][cH:14]2)[cH:9]1. Reactants: C(C)(=O)OC(/C=C/CNS(=O)(=O)C)COC1=CC=C(C=C1)F (N-[4-acetoxy-5-(4-fluorophenoxy)trans-2-pentenyl]methanesulfonamide), BrCC#CCCCC(=O)OCC (ethyl 7-bromo-5-heptynoate), C(C)(=O)OC(/C=C/CN(S(=O)(=O)C)CCCCCCC(=O)OCC)COC1=CC=C(C=C1)F (ethyl 7-{N-[4-acetoxy-5-(4-fluorophenoxy)trans-2-pentenyl]methanesulfonamido}heptanoate), C(C)(=O)OC(CCCNS(=O)(=O)C)COC1=CC=C(C=C1)F (N-[4-acetoxy-5-(4-fluorophenoxy)pentyl]methanesulfonamide), BrCCCCCCC(=O)OCC (ethyl 7-bromoheptanoate). Product: OC(/C=C/CN(S(=O)(=O)C)CCCCCCC(=O)O)COC1=CC=C(C=C1)F (7-{N-[4-hydroxy-5-(4-fluorophenoxy)-trans-2-pentenyl]methanesulfonamido}heptanoic acid). RXN SMILES: C(OC(COC1C=CC(F)=CC=1)/C=C/CNS(C)(=O)=O)(=O)C.C(OC(COC1C=CC(F)=CC=1)CCCNS(C)(=O)=O)(=O)C.BrCCCCCCC(OCC)=O.BrCC#CCCCC(OCC)=O.C([O:72][CH:73]([CH2:93][O:94][C:95]1[CH:100]=[CH:99][C:98]([F:101])=[CH:97][CH:96]=1)/[CH:74]=[CH:75]/[CH2:76][N:77]([CH2:82][CH2:83][CH2:84][CH2:85][CH2:86][CH2:87][C:88]([O:90]CC)=[O:89])[S:78]([CH3:81])(=[O:80])=[O:79])(=O)C>>[OH:72][CH:73]([CH2:93][O:94][C:95]1[CH:100]=[CH:99][C:98]([F:101])=[CH:97][CH:96]=1)/[CH:74]=[CH:75]/[CH2:76][N:77]([CH2:82][CH2:83][CH2:84][CH2:85][CH2:86][CH2:87][C:88]([OH:90])=[O:89])[S:78]([CH3:81])(=[O:80])=[O:79]. Reported procedure: This compound is prepared by the procedure described in Example 2, Step I, except that N-[4-acetoxy-5-(4-fluorophenoxy)trans-2-pentenyl]methanesulfonamide is substituted for the N-[4-acetoxy-5-(4-fluorophenoxy)pentyl]methanesulfonamide and ethyl 7-bromoheptanoate is substituted for ethyl 7-bromo-5-heptynoate. The product is thus ethyl 7-{N-[4-acetoxy-5-(4-fluorophenoxy)trans-2-pentenyl]methanesulfonamido}heptanoate. The subsequent hydrolysis (Example 2, Step J) affords the subject compound. The reactants are CO, ClCCl, CC(=O)c1ccc2ncc(Cc3c(F)cc4c(cnn4C)c3F)n2n1, NOCCO. Product: CC(=NOCCO)c1ccc2ncc(Cc3c(F)cc4c(cnn4C)c3F)n2n1. Reaction SMILES: [CH3:31][OH:32].[Cl:33][CH2:34][Cl:35].[F:1][c:2]1[c:3]2[cH:4][n:5][n:6]([CH3:25])[c:7]2[cH:8][c:9]([F:24])[c:10]1[CH2:11][c:12]1[cH:13][n:14][c:15]2[n:16]1[n:17][c:18]([C:21]([CH3:22])=[O:23])[cH:19][cH:20]2.[NH2:26][O:27][CH2:28][CH2:29][OH:30]>>[F:1][c:2]1[c:3]2[cH:4][n:5][n:6]([CH3:25])[c:7]2[cH:8][c:9]([F:24])[c:10]1[CH2:11][c:12]1[cH:13][n:14][c:15]2[n:16]1[n:17][c:18]([C:21]([CH3:22])=[N:26][O:27][CH2:28][CH2:29][OH:30])[cH:19][cH:20]2. Reactants: CC(C)(C)OC(=O)NC(Cc1ccccc1)C1CO1, c1ccc2[nH]nnc2c1. Yields the product CC(C)(C)OC(=O)NC(Cc1ccccc1)C(O)Cn1nc2ccccc2n1. As a reaction SMILES: [C:1]([CH3:2])([CH3:3])([CH3:4])[O:5][C:6]([NH:7][CH:8]([CH2:9][c:10]1[cH:11][cH:12][cH:13][cH:14][cH:15]1)[CH:16]1[O:17][CH2:18]1)=[O:19].[nH:20]1[n:21][n:22][c:23]2[c:24]1[cH:25][cH:26][cH:27][cH:28]2>>[C:1]([CH3:2])([CH3:3])([CH3:4])[O:5][C:6]([NH:7][CH:8]([CH2:9][c:10]1[cH:11][cH:12][cH:13][cH:14][cH:15]1)[CH:16]([OH:17])[CH2:18][n:21]1[n:20][c:24]2[c:23]([n:22]1)[cH:28][cH:27][cH:26][cH:25]2)=[O:19]. Starting materials: CC(c1ccc(Br)cc1)N1CCC(CCO)(c2ccc(F)cc2)OC1=O, OB(O)c1ccccn1. Product: CC(c1ccc(-c2ccccn2)cc1)N1CCC(CCO)(c2ccc(F)cc2)OC1=O. RXN SMILES: [Br:1][c:2]1[cH:3][cH:4][c:5]([CH:8]([CH3:9])[N:10]2[C:11](=[O:26])[O:12][C:13]([CH2:16][CH2:17][OH:18])([c:19]3[cH:20][cH:21][c:22]([F:25])[cH:23][cH:24]3)[CH2:14][CH2:15]2)[cH:6][cH:7]1.[n:27]1[c:28]([B:33]([OH:34])[OH:35])[cH:29][cH:30][cH:31][cH:32]1>>[c:2]1(-[c:28]2[n:27][cH:32][cH:31][cH:30][cH:29]2)[cH:3][cH:4][c:5]([CH:8]([CH3:9])[N:10]2[C:11](=[O:26])[O:12][C:13]([CH2:16][CH2:17][OH:18])([c:19]3[cH:20][cH:21][c:22]([F:25])[cH:23][cH:24]3)[CH2:14][CH2:15]2)[cH:6][cH:7]1.